From a dataset of the Open Reaction Database (ORD), a public repository of structured organic reaction records. describe an organic reaction: reactants, conditions, products, and yield The reactants are [N+](=O)([O-])[O-].[K+] (potassium nitrate), FC1=C(C(=CC=C1F)F)CC (2,3,6-Trifluoro-1-ethylbenzene), O (water). The solvent is S(O)(O)(=O)=O (sulfuric acid), S(O)(O)(=O)=O (sulfuric acid). The product is C(C)C=1C(=C(C=C(C1F)F)[N+](=O)[O-])F (3-ethyl-2,4,5-trifluoro-nitrobenzene). Yield: 81.6%. Reaction SMILES: [F:1][C:2]1[C:7]([F:8])=[CH:6][CH:5]=[C:4]([F:9])[C:3]=1[CH2:10][CH3:11].[N+:12]([O-])([O-:14])=[O:13].[K+].O>S(=O)(=O)(O)O>[CH2:10]([C:3]1[C:4]([F:9])=[C:5]([N+:12]([O-:14])=[O:13])[CH:6]=[C:7]([F:8])[C:2]=1[F:1])[CH3:11] |f:1.2|. Reported procedure: 2,3,6-Trifluoro-1-ethylbenzene (1.09 g) is dissolved in conc. sulfuric acid (5.5 ml), and thereto is added with stirring a mixture of potassium nitrate (0.83 g) in conc. sulfuric acid (4 ml) at room temperature, and the mixture is stirred at the same temperature for one hour. The reaction mixture is poured into cold water (100 ml) and is extracted with diethyl ether. The ether layer is washed with aqueous sodium chloride and dried over magnesium sulfate and then concentrated under reduced pressu... Starting materials: CC(=O)c1cc2[nH]c(S)nc2cc1C, ClCCl, CCO, COc1c(OCC2CC2)ccnc1CCl, [Na+], [OH-]. Yields the product COc1c(OCC2CC2)ccnc1CSc1nc2cc(C(C)=O)c(C)cc2[nH]1. As a reaction SMILES: [C:16]([CH3:17])(=[O:18])[c:19]1[cH:20][c:21]2[c:22]([n:23][c:24]([SH:26])[nH:25]2)[cH:27][c:28]1[CH3:29].[CH2:35]([Cl:36])[Cl:37].[CH3:32][CH2:33][OH:34].[Cl:1][CH2:2][c:3]1[n:4][cH:5][cH:6][c:7]([O:11][CH2:12][CH:13]2[CH2:14][CH2:15]2)[c:8]1[O:9][CH3:10].[Na+:31].[OH-:30]>>[CH2:2]([c:3]1[n:4][cH:5][cH:6][c:7]([O:11][CH2:12][CH:13]2[CH2:14][CH2:15]2)[c:8]1[O:9][CH3:10])[S:26][c:24]1[nH:23][c:22]2[c:21]([cH:20][c:19]([C:16]([CH3:17])=[O:18])[c:28]([CH3:29])[cH:27]2)[n:25]1. Reactants: CN(CC1=C(SC=C1)C)C (N,N,2-trimethyl-3-thiophenemethanamine), C=O (paraformaldehyde), [OH-].[Na+] (sodium hydroxide), ice, C([O-])([O-])=O.[Na+].[Na+] (sodium carbonate). The solvent is Cl (hydrochloric acid), C(C)(=O)O (acetic acid). Run at time 1 hour. The product is CC1=C(C=C(S1)CO)CN(C)C (5-Methyl-4-(dimethylaminomethyl)-2-thiophenemethanol). RXN SMILES: [CH3:1][N:2]([CH3:10])[CH2:3][C:4]1[CH:8]=[CH:7][S:6][C:5]=1[CH3:9].C=O.[C:13](=O)([O-])[O-:14].[Na+].[Na+].[OH-].[Na+]>Cl.C(O)(=O)C>[CH3:9][C:5]1[S:6][C:7]([CH2:13][OH:14])=[CH:8][C:4]=1[CH2:3][N:2]([CH3:10])[CH3:1] |f:2.3.4,5.6|. Reported procedure: A mixture of N,N,2-trimethyl-3-thiophenemethanamine (6.1 g), paraformaldehyde (3.0 g) in conc. hydrochloric acid (20 ml) and acetic acid (45 ml) was stirred at 0° to 5° C. for 1 hour, and at 8° for 72 hours. The mixture was added to an ice-cold, saturated solution of sodium carbonate. Aqueous 5 M sodium hydroxide was added and the mixture was stirred for 20 hours. The solution was extracted with chloroform and the organic extract was washed with dilute sodium hydroxide and saturated brine, dried...